From a dataset of the Open Reaction Database (ORD), a public repository of structured organic reaction records. describe an organic reaction: reactants, conditions, products, and yield Reactants: Cc1cccc(C)c1O, ClCCl, CC(C)OC(=O)N=NC(=O)OC(C)C, COC(=O)c1ccc2cc(-c3ccc(OCc4c(CO)noc4C(C)C)cc3)ccc2n1, c1ccc(P(c2ccccc2)c2ccccc2)cc1. Product: COC(=O)c1ccc2cc(-c3ccc(OCc4c(COc5c(C)cccc5C)noc4C(C)C)cc3)ccc2n1. Reaction SMILES: [CH3:33][c:34]1[c:35]([OH:41])[c:36]([CH3:40])[cH:37][cH:38][cH:39]1.[Cl:75][CH2:76][Cl:77].[O:61]=[C:62]([O:63][CH:64]([CH3:65])[CH3:66])[N:67]=[N:68][C:69]([O:70][CH:71]([CH3:72])[CH3:73])=[O:74].[OH:1][CH2:2][c:3]1[n:4][o:5][c:6]([CH:30]([CH3:31])[CH3:32])[c:7]1[CH2:8][O:9][c:10]1[cH:11][cH:12][c:13](-[c:16]2[cH:17][c:18]3[cH:19][cH:20][c:21]([C:26](=[O:27])[O:28][CH3:29])[n:22][c:23]3[cH:24][cH:25]2)[cH:14][cH:15]1.[c:42]1([P:43]([c:44]2[cH:45][cH:46][cH:47][cH:48][cH:49]2)[c:50]2[cH:51][cH:52][cH:53][cH:54][cH:55]2)[cH:56][cH:57][cH:58][cH:59][cH:60]1>>[O:1]([CH2:2][c:3]1[n:4][o:5][c:6]([CH:30]([CH3:31])[CH3:32])[c:7]1[CH2:8][O:9][c:10]1[cH:11][cH:12][c:13](-[c:16]2[cH:17][c:18]3[cH:19][cH:20][c:21]([C:26](=[O:27])[O:28][CH3:29])[n:22][c:23]3[cH:24][cH:25]2)[cH:14][cH:15]1)[c:35]1[c:34]([CH3:33])[cH:39][cH:38][cH:37][c:36]1[CH3:40]. Starting materials: COC(=O)OC1C(C)OC(n2cc(F)c(N)nc2=O)C1OC(=O)OC, CCCCCOC(=O)Cl, ClCCl, Cl, c1ccncc1. The product is CCCCCOC(=O)Nc1nc(=O)n(C2OC(C)C(OC(=O)OC)C2OC(=O)OC)cc1F. RXN SMILES: [CH3:1][O:2][C:3](=[O:4])[O:5][CH:6]1[CH:7]([n:17]2[c:18](=[O:19])[n:20][c:21]([NH2:22])[c:23]([F:25])[cH:24]2)[O:8][CH:9]([CH3:16])[CH:10]1[O:11][C:12](=[O:13])[O:14][CH3:15].[Cl:32][C:33](=[O:34])[O:35][CH2:36][CH2:37][CH2:38][CH2:39][CH3:40].[Cl:42][CH2:43][Cl:44].[ClH:41].[cH:26]1[cH:27][cH:28][n:29][cH:30][cH:31]1>>[CH3:1][O:2][C:3](=[O:4])[O:5][CH:6]1[CH:7]([n:17]2[c:18](=[O:19])[n:20][c:21]([NH:22][C:33](=[O:34])[O:35][CH2:36][CH2:37][CH2:38][CH2:39][CH3:40])[c:23]([F:25])[cH:24]2)[O:8][CH:9]([CH3:16])[CH:10]1[O:11][C:12](=[O:13])[O:14][CH3:15]. Starting materials: N (ammonia), C(=O)OCC (ethyl formate), C(C)(S)S (ethanedithiol), C(C)N(C(=O)N[C@@H]1CN([C@@H]2CC3=CNC4=CC=CC([C@H]2C1)=C34)C)CC (1,1-diethyl-3-(6-methyl-8α-ergolinyl)urea). Reagents/catalysts: [Ti](Cl)(Cl)(Cl)Cl (titanium(IV) chloride). Solvent: C(Cl)(Cl)Cl (chloroform), O (water), C(Cl)(Cl)Cl (chloroform), CO (methanol). Reaction conditions: time 20 hour. Yields the product C(C)N(C(=O)N[C@@H]1CN([C@@H]2CC3=C(NC4=CC=CC([C@H]2C1)=C34)C3SCCS3)C)CC (1,1-diethyl-3-[2-(1,3-dithiolan-2-yl)-6-methyl-8α-ergolinyl]urea). The yield is 42.0%. Reaction SMILES: C(O[CH2:4][CH3:5])=O.[CH:6]([SH:9])([SH:8])[CH3:7].[CH2:10]([N:12]([CH2:33][CH3:34])[C:13]([NH:15][C@H:16]1[CH2:30][C@H:29]2[C@@H:19]([CH2:20][C:21]3[C:31]4[C:24](=[CH:25][CH:26]=[CH:27][C:28]2=4)[NH:23]C=3)[N:18]([CH3:32])[CH2:17]1)=[O:14])[CH3:11].N>C(Cl)(Cl)Cl.[Ti](Cl)(Cl)(Cl)Cl.O.CO>[CH2:33]([N:12]([CH2:10][CH3:11])[C:13]([NH:15][C@H:16]1[CH2:30][C@H:29]2[C@@H:19]([CH2:20][C:21]3[C:31]4[C:24](=[CH:25][CH:26]=[CH:27][C:28]2=4)[NH:23][C:7]=3[CH:6]2[S:9][CH2:5][CH2:4][S:8]2)[N:18]([CH3:32])[CH2:17]1)=[O:14])[CH3:34]. Reported procedure: At room temperature under argon, 7 ml of ethyl formate and 3.6 ml (44 mmol) of ethanedithiol are added in succession to a solution of 6.8 g of 1,1-diethyl-3-(6-methyl-8α-ergolinyl)urea in 200 ml of chloroform. Thereafter 8.8 ml (80 mmol) of titanium(IV) chloride dissolved in 100 ml of chloroform is added gradually dropwise to the mixture. The latter is stirred for 20 hours at room temperature. Although the starting material is not as yet entirely converted at this point in time, the reaction mix... Starting materials: CC(C)(C)OC(=O)Cn1c(=O)ccn(CC(=O)OCc2ccccc2)c1=O, CCOC(C)=O, [OH-], [OH-], [Pd+2]. The product is CC(C)(C)OC(=O)Cn1c(=O)ccn(CC(=O)O)c1=O. RXN SMILES: [C:1]([CH3:2])([CH3:3])([CH3:4])[O:5][C:6](=[O:7])[CH2:8][n:9]1[c:10](=[O:27])[n:11]([CH2:16][C:17](=[O:18])[O:19][CH2:20][c:21]2[cH:22][cH:23][cH:24][cH:25][cH:26]2)[cH:12][cH:13][c:14]1=[O:15].[CH3:28][CH2:29][O:30][C:31](=[O:32])[CH3:33].[OH-:34].[OH-:36].[Pd+2:35]>>[C:1]([CH3:2])([CH3:3])([CH3:4])[O:5][C:6](=[O:7])[CH2:8][n:9]1[c:10](=[O:27])[n:11]([CH2:16][C:17](=[O:18])[OH:19])[cH:12][cH:13][c:14]1=[O:15]. Starting materials: racemic mixture, compound, N[C@H]([C@@H](O)C1=CC=CC=C1)CO ((1S,2S)-2-amino-1-phenyl-1,3-propanediol), CC1C(C2=C(CC(S1)C(=O)O)C=C1C(=C2)OCO1)=O (1,2,4,5-tetrahydro-4-methyl-7,8-methylenedioxy-5-oxo-3-benzothiepin-2-carboxylic acid), compound, C1CCOC1 (THF). Reaction conditions: time 30 minute. Yields the product C[C@H]1CC2=C(S[C@H](C1)C(=O)O)C=C1C(=C2)OCO1 ((2R,4S)-1,2,4,5-tetrahydro-4-methyl-7,8-methylenedioxy-5-benzothiepin-2-carboxylic acid). As a reaction SMILES: C[CH:2]1[S:8][CH:7]([C:9]([OH:11])=[O:10])[CH2:6][C:5]2[CH:12]=C3OCOC3=C[C:4]=2[C:3]1=O.N[C@@H](CO)[C@H:22](C1C=CC=CC=1)[OH:23].[CH2:32]1[CH2:36][O:35][CH2:34][CH2:33]1>>[CH3:12][C@@H:5]1[CH2:6][C@H:7]([C:9]([OH:11])=[O:10])[S:8][C:2]2[CH:3]=[C:22]3[O:23][CH2:34][O:35][C:36]3=[CH:32][C:33]=2[CH2:4]1. Procedure: In 15 mL of THF was suspended 0.5 g of a racemic mixture, 1,2,4,5-tetrahydro-4-methyl-7,8-methylenedioxy-5-oxo-3-benzothiepin-2-carboxylic acid (content 99.5%; trans compound 88.1%, cis compound 11.4%). To the suspension was added 0.3 g (1 equivalent) of (1S,2S)-2-amino-1-phenyl-1,3-propanediol, which was made into a solution, followed by crystallization. The crystals were then aged for 30 minutes at room temperature (25° C.). The crystals were collected by filtration using, for example, glass f...